Dataset: the Open Reaction Database (ORD), a public repository of structured organic reaction records. Task: describe an organic reaction: reactants, conditions, products, and yield The reactants are S1C(=NC2=C1C=CC=C2)NC(=O)C=2C=CC=C1CCN(CC21)C=2SC(=C(N2)C(=O)O)CCCOC2=CC=C(C=C2)C2=CSC=C2C#N (2-[8-(Benzothiazol-2-ylcarbamoyl)-3,4-dihydro-1H-isoquinolin-2-yl]-5-{3-[4-(4-cyano-thiophen-3-yl)-phenoxy]-propyl}-thiazole-4-carboxylic acid), O1CCN(CC1)C1=CC=C(C=C1)O (4-morpholinophenol). Product: S1C(=NC2=C1C=CC=C2)NC(=O)C=2C=CC=C1CCN(CC21)C=2SC(=C(N2)C(=O)O)CCCOC2=CC=C(C=C2)N2CCOCC2 (2-[8-(Benzothiazol-2-ylcarbamoyl)-3,4-dihydro-1H-isoquinolin-2-yl]-5-[3-(4-morpholin-4-yl-phenoxy)-propyl]-thiazole-4-carboxylic acid). Reaction SMILES: [S:1]1[C:5]2[CH:6]=[CH:7][CH:8]=[CH:9][C:4]=2[N:3]=[C:2]1[NH:10][C:11]([C:13]1[CH:14]=[CH:15][CH:16]=[C:17]2[C:22]=1[CH2:21][N:20]([C:23]1[S:24][C:25]([CH2:31][CH2:32][CH2:33][O:34][C:35]3[CH:40]=[CH:39][C:38](C4C(C#N)=CSC=4)=[CH:37][CH:36]=3)=[C:26]([C:28]([OH:30])=[O:29])[N:27]=1)[CH2:19][CH2:18]2)=[O:12].[O:48]1[CH2:53][CH2:52][N:51](C2C=CC(O)=CC=2)[CH2:50][CH2:49]1>>[S:1]1[C:5]2[CH:4]=[CH:9][CH:8]=[CH:7][C:6]=2[N:3]=[C:2]1[NH:10][C:11]([C:13]1[CH:14]=[CH:15][CH:16]=[C:17]2[C:22]=1[CH2:21][N:20]([C:23]1[S:24][C:25]([CH2:31][CH2:32][CH2:33][O:34][C:35]3[CH:40]=[CH:39][C:38]([N:51]4[CH2:52][CH2:53][O:48][CH2:49][CH2:50]4)=[CH:37][CH:36]=3)=[C:26]([C:28]([OH:30])=[O:29])[N:27]=1)[CH2:19][CH2:18]2)=[O:12]. Reported procedure: The title compound was prepared in a similar manner to the synthesis of compound 51 by substituting compound 51A with 4-morpholinophenol in step 2 of Example 51: 1H NMR (DMSO-d6): δ 7.96 (d, J=7.67 Hz, 1H), 7.72 (d, J=7.98 Hz, 1H), 7.60 (d, J=7.06 Hz, 1H), 7.27-7.42 (m, 4H), 6.88 (d, J=8.9 Hz, 2H), 6.75-6.79 (m, 2H), 4.76 (s, 2H), 3.85 (t, J=6.29 Hz, 2H), 3.64-3.68 (m, 6H), 3.07-3.11 (m, 2H), 2.95-2.98 (m, 6H), 1.87-1.94 (m, 2H). ESI (+)/MS: 656 (M+H)+. Starting materials: N1CCC(CC1)C1=NN=C2N1C1=C(N=C2)NC=C1 (1-(piperidin-4-yl)-6H-pyrrolo[2,3-e][1,2,4]triazolo[4,3-a]pyrazine), N1=CC=CC=C1 (pyridine), C1(CC1)S(=O)(=O)Cl (cyclopropanesulfonyl chloride). The solvent is CN(C)C=O (DMF). Reaction conditions: time 3 hour. The product is C1(CC1)S(=O)(=O)N1CCC(CC1)C1=NN=C2N1C1=C(N=C2)NC=C1 (1-(1-(cyclopropylsulfonyl)piperidin-4-yl)-6H-pyrrolo[2,3-e][1, 2, 4]triazolo[4,3-a]pyrazine). Isolated yield 6.2%. As a reaction SMILES: [NH:1]1[CH2:6][CH2:5][CH:4]([C:7]2[N:11]3[C:12]4[CH:18]=[CH:17][NH:16][C:13]=4[N:14]=[CH:15][C:10]3=[N:9][N:8]=2)[CH2:3][CH2:2]1.N1C=CC=CC=1.[CH:25]1([S:28](Cl)(=[O:30])=[O:29])[CH2:27][CH2:26]1>CN(C=O)C>[CH:25]1([S:28]([N:1]2[CH2:2][CH2:3][CH:4]([C:7]3[N:11]4[C:12]5[CH:18]=[CH:17][NH:16][C:13]=5[N:14]=[CH:15][C:10]4=[N:9][N:8]=3)[CH2:5][CH2:6]2)(=[O:30])=[O:29])[CH2:27][CH2:26]1. Procedure details: To a suspension of 1-(piperidin-4-yl)-6H-pyrrolo[2,3-e][1,2,4]triazolo[4,3-a]pyrazine (0.090 g, 0.37 mmol, Example #2) and pyridine (0.12 mL, 1.5 mmol) in DMF (5 mL) was added cyclopropanesulfonyl chloride (0.060 g, 0.41 mmol). After about 3 h at ambient temperature, the reaction mixture was quenched with MeOH (0.5 mL) and then purified by RP-HPLC (Table 2, Method b). The appropriate fractions were concentrated and lyophilized to afford 1-(1-(cyclopropylsulfonyl)piperidin-4-yl)-6H-pyrrolo[2,3-e]... Reactants: BrB(Br)Br, COCc1nccc(N2CCOCC2)n1, ClCCl, [Na+], [OH-]. Yields the product OCc1nccc(N2CCOCC2)n1. Reaction SMILES: [B:1]([Br:2])([Br:3])[Br:4].[CH3:5][O:6][CH2:7][c:8]1[n:9][cH:10][cH:11][c:12]([N:14]2[CH2:15][CH2:16][O:17][CH2:18][CH2:19]2)[n:13]1.[Cl:22][CH2:23][Cl:24].[Na+:21].[OH-:20]>>[OH:6][CH2:7][c:8]1[n:9][cH:10][cH:11][c:12]([N:14]2[CH2:15][CH2:16][O:17][CH2:18][CH2:19]2)[n:13]1. Starting materials: CCC(CC)CO, C1CCOC1, [H-], N#Cc1c(N)cccc1F, [Na+]. Reaction SMILES: [CH2:1]([CH3:2])[CH:3]([CH2:4][OH:5])[CH2:6][CH3:7].[CH2:20]1[O:21][CH2:22][CH2:23][CH2:24]1.[H-:9].[NH2:10][c:11]1[c:12]([C:13]#[N:14])[c:15]([F:19])[cH:16][cH:17][cH:18]1.[Na+:8]>>[CH2:1]([CH3:2])[CH:3]([CH2:4][O:5][c:15]1[c:12]([C:13]#[N:14])[c:11]([NH2:10])[cH:18][cH:17][cH:16]1)[CH2:6][CH3:7]. Product: CCC(CC)COc1cccc(N)c1C#N. RXN SMILES: COc1ccc(N)cc1C.Cc1ccc(C(=O)O)cc1.CC(C)COC1C=CC2=CC=CC=C2N1C(=O)OCC(C)C.CCN(C(C)C)C(C)C.CN(C)C=O>>COc1ccc(NC(=O)c2ccc(C)cc2)cc1C. The product is COc1ccc(NC(=O)c2ccc(C)cc2)cc1C. Starting materials: Cc1ccc(C(=O)O)cc1, COc1ccc(N)cc1C. The solvent is CN(C)C=O (DMF), CN(C)C=O (DMF), CN(C)C=O (DMF), CN(C)C=O (DMF), CN(C)C=O (DMF), CN(C)C=O (DMF). Reagents/catalysts: CC(C)COC1C=CC2=CC=CC=C2N1C(=O)OCC(C)C (IIDQ), CCN(C(C)C)C(C)C (DIPEA). Isolated yield 2.2%. Run at temperature 25 celsius, time 2 hour. Reactants: C(C)(C)(C)OC(=O)N1CC(C1)(F)C1=CC=C(C=C1)Br (tert-butyl-3-(4-bromophenyl)-3-fluoroazetidine-1-carboxylate), [NH4+].[Cl-] (NH4Cl), [Li]CCCC (n-BuLi), CN(C)C=O (DMF). Run in C1CCOC1 (THF). Run at time 1 hour. The product is FC1(CN(C1)C(=O)OC(C)(C)C)C1=CC=C(C=C1)C=O (tert-butyl 3-fluoro-3-(4-formylphenyl)azetidine-1-carboxylate). RXN SMILES: [C:1]([O:5][C:6]([N:8]1[CH2:11][C:10]([C:13]2[CH:18]=[CH:17][C:16](Br)=[CH:15][CH:14]=2)([F:12])[CH2:9]1)=[O:7])([CH3:4])([CH3:3])[CH3:2].[Li]CCCC.CN([CH:28]=[O:29])C.[NH4+].[Cl-]>C1COCC1>[F:12][C:10]1([C:13]2[CH:18]=[CH:17][C:16]([CH:28]=[O:29])=[CH:15][CH:14]=2)[CH2:11][N:8]([C:6]([O:5][C:1]([CH3:4])([CH3:3])[CH3:2])=[O:7])[CH2:9]1 |f:3.4|. Procedure details: To a solution of tert-butyl-3-(4-bromophenyl)-3-fluoroazetidine-1-carboxylate (Preparation 5, 1.0 g, 3 mmol) in THF (10 mL) at −78° C. was slowly added n-BuLi (2.1 mL of 1.6M solution in hexanes). The reaction was stirred at −78° C. for 15 minutes at which time DMF (0.5 mL, 6 mmol) was added. Reaction mixture was allowed to warm to room temperature and stir for additional 1 hour. Saturated aqueous NH4Cl (10 mL) was added and the aqueous phase was extracted with ether (2×10 mL). The combined orga...